The task is: describe an organic reaction: reactants, conditions, products, and yield. This data is from the Open Reaction Database (ORD), a public repository of structured organic reaction records. Reactants: CCOC(=O)/N=N/C(=O)OCC (DEAD), OC=1C=CC(=C(C(=O)OC)C1)[N+](=O)[O-] (methyl 5-hydroxy-2-nitro-benzoate), C1(=CC=CC=C1)P(C1=CC=CC=C1)C1=CC=CC=C1 (triphenylphosphine), C(C1=CC=CC=C1)OCCO (2-benzyloxyethanol), CCOC(=O)/N=N/C(=O)OCC (DEAD). Run in O1CCCC1 (tetrahydofuran). Reaction conditions: time 18 hour. The product is C(C1=CC=CC=C1)OCCOC=1C=CC(=C(C(=O)OC)C1)[N+](=O)[O-] (methyl 5-(2-benzyloxy-ethoxy)-2-nitro-benzoate). Yield: 93.1%. As a reaction SMILES: [OH:1][C:2]1[CH:3]=[CH:4][C:5]([N+:12]([O-:14])=[O:13])=[C:6]([CH:11]=1)[C:7]([O:9][CH3:10])=[O:8].C1(P(C2C=CC=CC=2)C2C=CC=CC=2)C=CC=CC=1.[CH2:34]([O:41][CH2:42][CH2:43]O)[C:35]1[CH:40]=[CH:39][CH:38]=[CH:37][CH:36]=1.CCOC(/N=N/C(OCC)=O)=O>O1CCCC1>[CH2:34]([O:41][CH2:42][CH2:43][O:1][C:2]1[CH:3]=[CH:4][C:5]([N+:12]([O-:14])=[O:13])=[C:6]([CH:11]=1)[C:7]([O:9][CH3:10])=[O:8])[C:35]1[CH:40]=[CH:39][CH:38]=[CH:37][CH:36]=1. Reported procedure: To a solution of methyl 5-hydroxy-2-nitro-benzoate (7.97 g, 40.43 mmol), triphenylphosphine (12.73 g, 48.53 mmol), and 2-benzyloxyethanol (5.86 ml, 41.24 mmol) in tetrahydofuran (100 ml) was added DEAD (8.04 ml, 95%, 48.51 mmol) dropwise. After addition of the DEAD, the reaction was stirred under nitrogen for 18 h. The solvent was evaporated, benzene was added, and the triphenylphosphine oxide was filtered off. The solid was washed with some benzene, and the filtrate evaporated. The yellow oil w...